This data is from the Open Reaction Database (ORD), a public repository of structured organic reaction records. The task is: describe an organic reaction: reactants, conditions, products, and yield Reported procedure: 1.1 mL of thionyl chloride was added to a cooled solution (ice bath) of 65 mg of amino acid 1i in 4 mL of methanol. After stirring at 50° C. for 3 hours the mixture was concentrated under reduced pressure to give 66 mg of methyl ester 1j. The crude product was used without further purification. 1H-NMR 200 MHz (CD3OD) δ: 3.36-3. 59 (2H, m), 3.81 (3H, s), 4.53 (1H, t, J=7 Hz), 7.23 (1H, d, J=7 Hz), 7.60 (1H, d, J=7 Hz), 7.73 (1H, dd, J=9 Hz and J=2 Hz), 7.87 (1H, d, J=2 Hz), 8.47 (1H, d, J=9 Hz). RXN SMILES: S(Cl)([Cl:3])=O.[ClH:5].Cl.[NH2:7][CH:8]([CH2:12][C:13]1[CH:14]=[C:15]2[C:20](=[CH:21][CH:22]=1)[C:19]([NH2:23])=[N:18][CH:17]=[CH:16]2)[C:9]([OH:11])=[O:10].[CH3:24]O>>[ClH:3].[ClH:5].[CH3:24][O:10][C:9](=[O:11])[CH:8]([NH2:7])[CH2:12][C:13]1[CH:14]=[C:15]2[C:20](=[CH:21][CH:22]=1)[C:19]([NH2:23])=[N:18][CH:17]=[CH:16]2 |f:1.2.3,5.6.7|. The reactants are S(=O)(Cl)Cl (thionyl chloride), Cl.Cl.NC(C(=O)O)CC=1C=C2C=CN=C(C2=CC1)N (2-Amino-3-(1-amino-6-isoquinolinyl)propionic acid dihydrochloride), CO (methanol). Run at temperature 50 celsius, time 3 hour. Product: Cl.Cl.COC(C(CC=1C=C2C=CN=C(C2=CC1)N)N)=O (2-Amino-3-(1-amino-6-isoquinolinyl)propionic acid methyl ester dihydrochloride). Reactants: COC1=CC=C(CN2C(=NC=3C2=NC=CC3C=O)C3=CC=CC=C3)C=C1 (3-(4-methoxybenzyl)-2-phenyl-3H-imidazo[4,5-b]pyridine-7-carbaldehyde), [N+](=O)([O-])CC(CC(=O)OCC)CCC (Ethyl 3-(nitromethyl)hexanoate), C(=O)[O-].[NH4+] (ammonium formate). The reagents and catalysts are [Pd] (Pd/C). Solvent: CO (methanol), CCOCC (ether), CO (methanol). Reaction conditions: time 15 minute. Product: COC1=CC=C(CN2C(=NC=3C2=NC=CC3CN3C(CC(C3)CCC)=O)C3=CC=CC=C3)C=C1 (1-{[3-(4-methoxybenzyl)-2-phenyl-3H-imidazo[4,5-b]pyridin-7-yl]methyl}-4-propylpyrrolidin-2-one). Isolated yield 68.2%. RXN SMILES: [N+:1]([CH2:4][CH:5]([CH2:12][CH2:13][CH3:14])[CH2:6][C:7]([O:9]CC)=O)([O-])=O.C([O-])=O.[NH4+].[CH3:19][O:20][C:21]1[CH:44]=[CH:43][C:24]([CH2:25][N:26]2[C:30]3=[N:31][CH:32]=[CH:33][C:34]([CH:35]=O)=[C:29]3[N:28]=[C:27]2[C:37]2[CH:42]=[CH:41][CH:40]=[CH:39][CH:38]=2)=[CH:23][CH:22]=1>CO.CCOCC.[Pd]>[CH3:19][O:20][C:21]1[CH:44]=[CH:43][C:24]([CH2:25][N:26]2[C:30]3=[N:31][CH:32]=[CH:33][C:34]([CH2:35][N:1]4[CH2:4][CH:5]([CH2:12][CH2:13][CH3:14])[CH2:6][C:7]4=[O:9])=[C:29]3[N:28]=[C:27]2[C:37]2[CH:38]=[CH:39][CH:40]=[CH:41][CH:42]=2)=[CH:23][CH:22]=1 |f:1.2|. Reported procedure: Ethyl 3-(nitromethyl)hexanoate (0.52 g, 1.1 eq, 2.55 mmol) is dissolved in absolute methanol (8 ml). Then 10% Pd/C (0.2 g) and ammonium formate (1 g) are added under vigorous stirring. After 15 min, the mixture is diluted with ether (100 ml) and filtered. The solid on the filter is washed with ether (2×50 ml). A solution of 3-(4-methoxybenzyl)-2-phenyl-3H-imidazo[4,5-b]pyridine-7-carbaldehyde x225 (1 g, 1 eq, 2.9 mmol) in methanol (5 ml) is added immediately. The combined solution is evaporated ...